Dataset: the Open Reaction Database (ORD), a public repository of structured organic reaction records. Task: describe an organic reaction: reactants, conditions, products, and yield The reactants are FC(C(CC(=O)OCC)=O)(F)F (Ethyl 4,4,4-trifluoroacetoacetate), [H][H] (Hydrogen). Reagents/catalysts: [Pt] (platinum). Solvent: C(C)N(CC)CC (triethylamine). Run at temperature 40 celsius, time 6 hour. The product is FC(C(CC(=O)OCC)O)(F)F (ethyl 4,4,4-trifluoro-3-hydroxybutyrate). Isolated yield 96.4%. RXN SMILES: [F:1][C:2]([F:12])([F:11])[C:3](=[O:10])[CH2:4][C:5]([O:7][CH2:8][CH3:9])=[O:6].[H][H]>[Pt].C(N(CC)CC)C>[F:1][C:2]([F:11])([F:12])[CH:3]([OH:10])[CH2:4][C:5]([O:7][CH2:8][CH3:9])=[O:6]. Procedure: Ethyl 4,4,4-trifluoroacetoacetate (350 g), under a blanket of nitrogen gas, was heated to 40° C. and treated with platinum (0.7 g of 5% Pt/C, 0.01% load) and triethylamine (1.5 g, 0.4% load). Hydrogen was charged to a pressure of 5 bars and the mixture agitated at 40° C. for 6h. After filtration to remove the catalyst, 341 g (96% yield) of ethyl 4,4,4-trifluoro-3-hydroxybutyrate was obtained. Reactants: COC(=O)c1ccc(Nc2ccc(Cl)n3ccnc23)cc1, CC(C)N1CCN(c2ccc(Nc3ccc(Cl)n4ccnc34)cc2)CC1, [Li+], C1COCCO1, [OH-], O, O. Product: O=C(O)c1ccc(Nc2ccc(Cl)n3ccnc23)cc1. RXN SMILES: [CH3:1][O:2][C:3]([c:4]1[cH:5][cH:6][c:7]([NH:10][c:11]2[c:12]3[n:13]([c:14]([Cl:17])[cH:15][cH:16]2)[cH:18][cH:19][n:20]3)[cH:8][cH:9]1)=[O:21].[Cl:22][c:23]1[n:24]2[cH:25][cH:26][n:27][c:28]2[c:29]([NH:30][c:31]2[cH:32][cH:33][c:34]([N:35]3[CH2:36][CH2:37][N:38]([CH:39]([CH3:40])[CH3:41])[CH2:42][CH2:43]3)[cH:44][cH:45]2)[cH:46][cH:47]1.[Li+:50].[O:52]1[CH2:53][CH2:54][O:55][CH2:56][CH2:57]1.[OH-:49].[OH2:48].[OH2:51]>>[O:2]=[C:3]([c:4]1[cH:5][cH:6][c:7]([NH:10][c:11]2[c:12]3[n:13]([c:14]([Cl:17])[cH:15][cH:16]2)[cH:18][cH:19][n:20]3)[cH:8][cH:9]1)[OH:21].